Dataset: the Open Reaction Database (ORD), a public repository of structured organic reaction records. Task: describe an organic reaction: reactants, conditions, products, and yield Starting materials: S1C2(SCC1)CCC(C1=C2SC=C1)NC=O (N-(5,6-dihydrospiro[benzo[b]thiophen-7(4H), 2'-[1,3]dithiolan]-4-yl)formamide), O (water), C([O-])([O-])=O.[Ca+2] (calcium carbonate), mercuric chloride. Run in C(C)#N (acetonitrile), C(C)#N (acetonitrile). Conditions: time 35 minute. Yields the product O=C1CCC(C2=C1SC=C2)NC=O (N-(4,5,6,7-tetrahydro-7-oxobenzo[b]thien-4-yl)-formamide). RXN SMILES: S1CCS[C:2]21[C:10]1[S:11][CH:12]=[CH:13][C:9]=1[CH:8]([NH:14][CH:15]=[O:16])[CH2:7][CH2:6]2.O.C(=O)([O-])[O-:19].[Ca+2]>C(#N)C>[O:19]=[C:2]1[C:10]2[S:11][CH:12]=[CH:13][C:9]=2[CH:8]([NH:14][CH:15]=[O:16])[CH2:7][CH2:6]1 |f:2.3|. Procedure: To a stirred mixture of N-(5,6-dihydrospiro[benzo[b]thiophen-7(4H), 2'-[1,3]dithiolan]-4-yl)formamide (1.5 g), acetonitrile (20 ml) and water is added calcium carbonate (1.65 g) and mercuric chloride (3.0 g). The mixture is stirred at room temperature for 35 minutes and acetonitrile is added. The solid is filtered and washed with acetonitrile. The filtrate (100 ml) is evaporated to dryness to afford the title compound. The reactants are ONC(=N)C=1C=NC(=CC1)CN (3-hydroxyamidino-6-aminomethylpyridine), C([O-])([O-])=O.[K+].[K+] (potassium carbonate), Boc-anhydride. Solvent: O1CCOCC1 (dioxane), O (water). Conditions: time 8 hour. Product: ONC(=N)C=1C(=NC(=CC1)CN)C(=O)OC(C)(C)C (3-Hydroxyamidino-6-aminomethyl(Boc)pyridine). Yield: 107.3%. As a reaction SMILES: [OH:1][NH:2][C:3]([C:5]1[CH:6]=[N:7][C:8]([CH2:11][NH2:12])=[CH:9][CH:10]=1)=[NH:4].[C:13](=[O:16])([O-])[O-:14].[K+].[K+]>O1CCOCC1.O>[OH:1][NH:2][C:3]([C:5]1[C:6]([C:13]([O:14][C:5]([CH3:6])([CH3:10])[CH3:3])=[O:16])=[N:7][C:8]([CH2:11][NH2:12])=[CH:9][CH:10]=1)=[NH:4] |f:1.2.3|. Reported procedure: To a solution of the product of Example 53 (11-5) (0.5 g, 3.01 mmol) in dioxane and water (6 ml each) was added potassium carbonate (832 mg, 6.02 mmol), followed by Boc-anhydride (0.66 g, 3.01 mmol). The reaction mixture was stirred overnight at room temperature. The reaction mixture was concentrated and the remaining residue was dissolved in ethylacetate and washed with sodium bicarbonate (saturated) and brine. The organic layer was dried over sodium sulfate, filtered and concentrated. Flash co... The reactants are isomer mixture, S1C(=CC2=C1CCN(CC2)C(=O)OCC)C(=O)OCC (diethyl 5,6,7,8-tetrahydro-4H-thieno[2,3-d]azepine-2,6-dicarboxylate), S1C(=CC=2CN(CCCC21)C(=O)OCC)C(=O)OCC (diethyl 5,6,7,8-tetrahydro-4H-thieno[3,2-c]azepine-2,5-dicarboxylate), [OH-].[K+] (potassium hydroxide). Solvent: C(C)O (ethyl alcohol). Yields the product C(C)OC(=O)N1CC2=C(CCC1)SC(=C2)C(=O)O (5-Ethoxycarbonyl-5,6,7,8-tetrahydro-4H-thieno[3,2-c]azepine-2-carboxylic acid). As a reaction SMILES: [S:1]1[C:5]2[CH2:6][CH2:7][N:8]([C:11]([O:13][CH2:14][CH3:15])=[O:12])[CH2:9][CH2:10][C:4]=2[CH:3]=[C:2]1[C:16]([O:18]CC)=[O:17].S1C2CCCN(C(OCC)=O)CC=2C=C1C(OCC)=O.[OH-].[K+]>C(O)C>[CH2:14]([O:13][C:11]([N:8]1[CH2:9][CH2:10][CH2:4][C:5]2[S:1][C:2]([C:16]([OH:18])=[O:17])=[CH:3][C:6]=2[CH2:7]1)=[O:12])[CH3:15] |f:2.3|. Procedure details: 10 gm (0.034 mol) of an isomer mixture consisting of diethyl 5,6,7,8-tetrahydro-4H-thieno[2,3-d]azepine-2,6-dicarboxylate and diethyl 5,6,7,8-tetrahydro-4H-thieno[3,2-c]azepine-2,5-dicarboxylate were refluxed for 4 hours in a solution of 2.8 gm (0.05 mol) of potassium hydroxide in 150 ml of absolute ethyl alcohol. Then, the mixture was concentrated by evaporation in vacuo, the residue was taken up in water and extracted three times with ether. The ether extracts were discarded, and the aqueous p... Reactants: [BH4-], C1CCOC1, O=C(O)c1cccc([N+](=O)[O-])c1Cl, [Na+]. The product is O=[N+]([O-])c1cccc(CO)c1Cl. As a reaction SMILES: [BH4-:1].[CH2:16]1[O:17][CH2:18][CH2:19][CH2:20]1.[Cl:3][c:4]1[c:5]([C:6](=[O:7])[OH:8])[cH:9][cH:10][cH:11][c:12]1[N+:13](=[O:14])[O-:15].[Na+:2]>>[Cl:3][c:4]1[c:5]([CH2:6][OH:7])[cH:9][cH:10][cH:11][c:12]1[N+:13](=[O:14])[O-:15]. Starting materials: CC(C)(C)OC(=O)N1CCC(CC1)CC=1C=C(C(=O)O)C=CC1 (3-[(1-{[(1,1-dimethylethyl)oxy]carbonyl}-4-piperidinyl)methyl]benzoic acid), NCC1=CC=C(S1)C=1C=C(C=CC1)CN1C[C@@H](N(CC1)C(=O)OC(C)(C)C)C (1,1-dimethylethyl (2S)-4-({3-[5-(aminomethyl)-2-thienyl]phenyl)methyl)-2-methyl-1-piperazinecarboxylate), TEA, C(CCl)Cl (EDC), C=1C=CC2=C(C1)N=NN2O (HOBt), C(=O)(C(F)(F)F)O (TFA), C(=O)([O-])[O-].[Na+].[Na+] (Na2CO3). Run in C(Cl)(Cl)Cl (CHCl3). Conditions: time 2 hour. Yields the product C[C@H]1CN(CCN1)CC=1C=C(C=CC1)C1=CC=C(S1)CNC(C1=CC(=CC=C1)CC1CCNCC1)=O (N-{[5-(3-{[(3S)-3-methyl-1-piperazinyl]methyl}phenyl)-2-thienyl]methyl}-3-(4-piperidinylmethyl)benzamide). Yield: 49.7%. Reaction SMILES: CC(OC([N:8]1[CH2:13][CH2:12][CH:11]([CH2:14][C:15]2[CH:16]=[C:17]([CH:21]=[CH:22][CH:23]=2)[C:18]([OH:20])=O)[CH2:10][CH2:9]1)=O)(C)C.[NH2:24][CH2:25][C:26]1[S:30][C:29]([C:31]2[CH:32]=[C:33]([CH2:37][N:38]3[CH2:43][CH2:42][N:41](C(OC(C)(C)C)=O)[C@@H:40]([CH3:51])[CH2:39]3)[CH:34]=[CH:35][CH:36]=2)=[CH:28][CH:27]=1.C(Cl)CCl.C1C=CC2N(O)N=NC=2C=1.C([O-])([O-])=O.[Na+].[Na+].C(O)(C(F)(F)F)=O>C(Cl)(Cl)Cl>[CH3:51][C@@H:40]1[NH:41][CH2:42][CH2:43][N:38]([CH2:37][C:33]2[CH:32]=[C:31]([C:29]3[S:30][C:26]([CH2:25][NH:24][C:18](=[O:20])[C:17]4[CH:21]=[CH:22][CH:23]=[C:15]([CH2:14][CH:11]5[CH2:10][CH2:9][NH:8][CH2:13][CH2:12]5)[CH:16]=4)=[CH:27][CH:28]=3)[CH:36]=[CH:35][CH:34]=2)[CH2:39]1 |f:4.5.6|. Reported procedure: To a solution of 3-[(1-{[(1,1-dimethylethyl)oxy]carbonyl}-4-piperidinyl)methyl]benzoic acid (128 mg, 0.40 mmol) in CHCl3 (2.0 mL) was added 1,1-dimethylethyl (2S)-4-({3-[5-(aminomethyl)-2-thienyl]phenyl)methyl)-2-methyl-1-piperazinecarboxylate (160 mg, 0.40 mmol), TEA (0.1 ml, 0.7 mmol), EDC (115 mg, 0.6 mmol) and HOBt (59 mg, 0.44 mmol). The reaction mixture was stirred at room temperature for 2 h, followed by addition of 0.5 mL of saturated Na2CO3. The organic layer was isolated via a hydropho...